From a dataset of the Open Reaction Database (ORD), a public repository of structured organic reaction records. describe an organic reaction: reactants, conditions, products, and yield The reactants are N#Cc1ccc(C(=O)Cl)cc1, CN1CCC(C(=O)c2cccc(N)c2)CC1. Product: CN1CCC(C(=O)c2cccc(NC(=O)c3ccc(C#N)cc3)c2)CC1. Reaction SMILES: [C:17](#[N:18])[c:19]1[cH:20][cH:21][c:22]([C:23](=[O:24])[Cl:25])[cH:26][cH:27]1.[NH2:1][c:2]1[cH:3][c:4]([C:5](=[O:6])[CH:7]2[CH2:8][CH2:9][N:10]([CH3:13])[CH2:11][CH2:12]2)[cH:14][cH:15][cH:16]1>>[NH:1]([c:2]1[cH:3][c:4]([C:5](=[O:6])[CH:7]2[CH2:8][CH2:9][N:10]([CH3:13])[CH2:11][CH2:12]2)[cH:14][cH:15][cH:16]1)[C:23]([c:22]1[cH:21][cH:20][c:19]([C:17]#[N:18])[cH:27][cH:26]1)=[O:24]. Reactants: CC1(OCC(O1)CN)C ((2,2-dimethyl-1,3-dioxolan-4-yl)methylamine), CC(C)(C)[O-].[K+] (potassium tert-butylate), Br.BrC1C(NC(C(C1=O)Br)(C)C)(C)C (3,5-dibromo-2,2,6,6-tetramethylpiperidin-4-one hydrobromide). Conditions: time 1 hour. Yield: 60.9%. Run in C(C)(C)O (isopropanol). Yields the product CC1(OCC(O1)CNC(=O)C=1C(NC(C1)(C)C)(C)C)C (2,2,5,5-tetramethyl-3-pyrroline-3-carboxylic acid (2,2-dimethyl-1,3-dioxolan-4-ylmethyl)amide). Reaction SMILES: Br.Br[CH:3]1[C:8](=[O:9])[CH:7](Br)[C:6]([CH3:12])([CH3:11])[NH:5][C:4]1([CH3:14])[CH3:13].[CH3:15][C:16]1([CH3:23])[O:20][CH:19]([CH2:21][NH2:22])[CH2:18][O:17]1.CC([O-])(C)C.[K+]>C(O)(C)C>[CH3:15][C:16]1([CH3:23])[O:20][CH:19]([CH2:21][NH:22][C:8]([C:7]2[C:6]([CH3:11])([CH3:12])[NH:5][C:4]([CH3:3])([CH3:13])[CH:14]=2)=[O:9])[CH2:18][O:17]1 |f:0.1,3.4|. Reported procedure: Under agitation, cooling between -5° and 0° C., and covering with argon, 68.94 g (175 mmol) of 3,5-dibromo-2,2,6,6-tetramethylpiperidin-4-one hydrobromide is added in portions to a solution of 22.93 g (175 mmol) of (2,2-dimethyl-1,3-dioxolan-4-yl)methylamine and 58.9 g (525 mmol) of potassium tert-butylate in 700 ml of isopropanol. A white paste is thus obtained which is stirred for one hour without cooling, suctioned off from the solid matter, and concentrated to dryness under vacuum. The resid... The reactants are CCOC(=O)COc1ccc(CN(CCOC)c2cncc(-c3ccc(C(F)(F)F)cc3)n2)cc1C, CO, [Na+], C1CCOC1, [OH-]. Yields the product COCCN(Cc1ccc(OCC(=O)O)c(C)c1)c1cncc(-c2ccc(C(F)(F)F)cc2)n1. RXN SMILES: [CH3:1][O:2][CH2:3][CH2:4][N:5]([c:6]1[n:7][c:8](-[c:12]2[cH:13][cH:14][c:15]([C:18]([F:19])([F:20])[F:21])[cH:16][cH:17]2)[cH:9][n:10][cH:11]1)[CH2:22][c:23]1[cH:24][c:25]([CH3:36])[c:26]([O:27][CH2:28][C:29](=[O:30])[O:31][CH2:32][CH3:33])[cH:34][cH:35]1.[CH3:39][OH:40].[Na+:38].[O:41]1[CH2:42][CH2:43][CH2:44][CH2:45]1.[OH-:37]>>[CH3:1][O:2][CH2:3][CH2:4][N:5]([c:6]1[n:7][c:8](-[c:12]2[cH:13][cH:14][c:15]([C:18]([F:19])([F:20])[F:21])[cH:16][cH:17]2)[cH:9][n:10][cH:11]1)[CH2:22][c:23]1[cH:24][c:25]([CH3:36])[c:26]([O:27][CH2:28][C:29](=[O:30])[OH:31])[cH:34][cH:35]1. Starting materials: COc1cc2ncnc(C3CCNCC3)c2cc1OC, CC(C)c1ccc(CC(=O)O)cc1, ClCCl, CN(C)C=O. Yields the product COc1cc2ncnc(C3CCN(C(=O)Cc4ccc(C(C)C)cc4)CC3)c2cc1OC. As a reaction SMILES: [CH3:14][O:15][c:16]1[cH:17][c:18]2[c:19]([CH:28]3[CH2:29][CH2:30][NH:31][CH2:32][CH2:33]3)[n:20][cH:21][n:22][c:23]2[cH:24][c:25]1[O:26][CH3:27].[CH:1]([CH3:2])([CH3:3])[c:4]1[cH:5][cH:6][c:7]([CH2:10][C:11](=[O:12])[OH:13])[cH:8][cH:9]1.[Cl:34][CH2:35][Cl:36].[O:37]=[CH:38][N:39]([CH3:40])[CH3:41]>>[CH:1]([CH3:2])([CH3:3])[c:4]1[cH:5][cH:6][c:7]([CH2:10][C:11](=[O:13])[N:31]2[CH2:30][CH2:29][CH:28]([c:19]3[c:18]4[cH:17][c:16]([O:15][CH3:14])[c:25]([O:26][CH3:27])[cH:24][c:23]4[n:22][cH:21][n:20]3)[CH2:33][CH2:32]2)[cH:8][cH:9]1. The reactants are N[C@@H](CC(=O)[O-])C(=O)[O-].N[C@@H](CC(N)=O)C(=O)O (aspartate asparagine), [NH4+].[OH-] (NH4OH). Product: N[C@@H](CC(O)=O)C(=O)O.N[C@@H](CC(N)=O)C(=O)O.C1(CCC(N1)=O)=O (Asp Asn succinimide). Reaction SMILES: [NH2:1][C@H:2]([C:7]([O-:9])=[O:8])[CH2:3][C:4]([O-:6])=[O:5].[NH2:10][C@H:11]([C:16]([OH:18])=[O:17])[CH2:12][C:13](=[O:15])[NH2:14].[NH4+].[OH-]>>[NH2:1][C@H:2]([C:7]([OH:9])=[O:8])[CH2:3][C:4](=[O:5])[OH:6].[NH2:10][C@H:11]([C:16]([OH:18])=[O:17])[CH2:12][C:13](=[O:15])[NH2:14].[C:16]1(=[O:18])[NH:14][C:13](=[O:15])[CH2:12][CH2:11]1 |f:0.1,2.3,4.5.6|. Procedure: This copolymer can then be converted, if desired, to a low molecular weight aspartate/asparagine copolymer, by treating with aqueous NH4OH and drying the solution, preferably at about 60° C. Finally, a low molecular weight Asp/Asn/succinimide terpolymer can be produced by acidifying an aqueous solution of the aspartate/asparagine copolymer, e.g. to about pH 4, drying the solution, preferably at about 60° C.-80° C., and heating the residue at about 170-180° C. under vacuum or an inert atmosphere. Starting materials: O[C@H]1CC([C@]2(C)[C@@H]1[C@@H]1CCC3=CC(CC[C@]3(C)[C@H]1CC2)=O)=O (15α-hydroxy-androst-4-ene-3,17-dione), O (water), ( III ), C(C)(=O)OC(C)=O (acetic anhydride). The reagents and catalysts are CN(C1=CC=NC=C1)C (4-dimethylaminopyridine). Solvent: O1CCCC1 (tetrahydrofuran). The product is C(C)(=O)O[C@H]1CC[C@]2(C)[C@@H]1[C@@H]1C(CC3=CC(CC[C@]3(C)[C@H]1CC2)=O)=O (15α-acetoxy-androst-4-ene-3,7-dione). Yield: 88.0%. RXN SMILES: [OH:1][C@@H:2]1[C@H:7]2[C@H:8]3[C@H:18]([CH2:19][CH2:20][C@:5]2([CH3:6])[C:4](=O)[CH2:3]1)[C@:16]1([CH3:17])[C:11](=[CH:12][C:13](=[O:21])[CH2:14][CH2:15]1)[CH2:10][CH2:9]3.[C:23](OC(=O)C)(=[O:25])[CH3:24].[OH2:30]>O1CCCC1.CN(C)C1C=CN=CC=1>[C:23]([O:1][C@@H:2]1[C@H:7]2[C@H:8]3[C@H:18]([CH2:19][CH2:20][C@:5]2([CH3:6])[CH2:4][CH2:3]1)[C@:16]1([CH3:17])[C:11](=[CH:12][C:13](=[O:21])[CH2:14][CH2:15]1)[CH2:10][C:9]3=[O:30])(=[O:25])[CH3:24]. Reported procedure: According to this invention the 15α-hydroxy-androst-4-ene-3,17-dione of the formula (III) preferably is reacted with acetic anhydride in dry tetrahydrofuran in the presence of 4-dimethylaminopyridine below a temperature of 40° C., after the reaction has been completed the reaction mixture is added to water, when the precipitate is dense enough it is filtered, washed until free of mother liquor and dried. The 15α-acetoxy-androst-4-ene-3,7-dione is obtained with 88% yield. The reaction is easy-to-...